This data is from the Open Reaction Database (ORD), a public repository of structured organic reaction records. The task is: describe an organic reaction: reactants, conditions, products, and yield Starting materials: N1C(=NC=C1)[Na] (Imidazolyl sodium), ClCC(=O)N1C(SCC1)COC1=C(C=CC=C1)OC (3-chloroacetyl-2-(o-methoxyphenoxy)methylthiazolidine). Run in CS(=O)C (DMSO). Yields the product N1(C=NC=C1)CC(=O)N1C(SCC1)COC1=C(C=CC=C1)OC (3-(imidazol-1-yl)acetyl-2-(o-methoxyphenoxy)methyl-thiazolidine). Yield: 79.6%. As a reaction SMILES: [NH:1]1[CH:5]=[CH:4][N:3]=[C:2]1[Na].Cl[CH2:8][C:9]([N:11]1[CH2:15][CH2:14][S:13][CH:12]1[CH2:16][O:17][C:18]1[CH:23]=[CH:22][CH:21]=[CH:20][C:19]=1[O:24][CH3:25])=[O:10]>CS(C)=O>[N:1]1([CH2:8][C:9]([N:11]2[CH2:15][CH2:14][S:13][CH:12]2[CH2:16][O:17][C:18]2[CH:23]=[CH:22][CH:21]=[CH:20][C:19]=2[O:24][CH3:25])=[O:10])[CH:5]=[CH:4][N:3]=[CH:2]1. Procedure: Imidazolyl sodium (3.58 g) is added to a stirred solution of 3-chloroacetyl-2-(o-methoxyphenoxy)methylthiazolidine (5.8 g) in DMSO (35 ml). After 1 hour the mixture is poured in ice and water (200 ml) and the separated oil is extracted with EtOAc (3×30). The organic phases are collected, washed with water, dried on Na2SO4. After evaporation, the crude residue is purified by filtration on a short column of SiO2 using EtOAc and EtOAc/MeOH 85:15 as the eluent to give 3-(imidazol-1-yl)acetyl-2-(o-me...